From a dataset of the Open Reaction Database (ORD), a public repository of structured organic reaction records. describe an organic reaction: reactants, conditions, products, and yield Starting materials: CN(C(=O)N(C1=NC(=CC(=C1)C)C)CC#N)C (N,N-dimethyl-N'-(cyanomethyl)-N'-(4,6-dimethyl-2-pyridyl)urea), [H][H] (hydrogen). The reagents and catalysts are [Pt]=O (platinum oxide). Solvent: C(C)(=O)OCC (ethyl acetate). Yields the product CN(C(=O)N(C1=NC(=CC(=C1)C)C)CCN)C (N,N-Dimethyl-N'-(2-aminoethyl)-N'-(4,6-dimethyl-2-pyridyl) urea). RXN SMILES: [CH3:1][N:2]([CH3:17])[C:3]([N:5]([CH2:14][C:15]#[N:16])[C:6]1[CH:11]=[C:10]([CH3:12])[CH:9]=[C:8]([CH3:13])[N:7]=1)=[O:4].[H][H]>C(OCC)(=O)C.[Pt]=O>[CH3:17][N:2]([CH3:1])[C:3]([N:5]([CH2:14][CH2:15][NH2:16])[C:6]1[CH:11]=[C:10]([CH3:12])[CH:9]=[C:8]([CH3:13])[N:7]=1)=[O:4]. Procedure details: A solution of N,N-dimethyl-N'-(cyanomethyl)-N'-(4,6-dimethyl-2-pyridyl)urea from Part B (5.3 g., 0.023 mole) in ethyl acetate (100 ml.) containing platinum oxide (0.8 g.) is hydrogenated in a Parr apparatus at 50 psi of hydrogen until the required amount is taken up (12 hours). The catalyst is filtered off and the solvent removed under vacuum to give 4.6 g. of oily product. Reactants: C(C)(=O)OC(C)=O (acetic anhydride), C(C=C)C1=C2C(CNC2=CC=C1O)CCNC(CC)=O (N-[2-(4-allyl-2,3-dihydro-5-hydroxyindol-3-yl)ethyl]propionamide), O (water). Run in C(=O)O (Formic acid), C(=O)O (formic acid). As a reaction SMILES: [C:1](OC(=O)C)(=[O:3])C.[CH2:8]([C:11]1[C:19]([OH:20])=[CH:18][CH:17]=[C:16]2[C:12]=1[CH:13]([CH2:21][CH2:22][NH:23][C:24](=[O:27])[CH2:25][CH3:26])[CH2:14][NH:15]2)[CH:9]=[CH2:10].O>C(O)=O>[CH2:8]([C:11]1[C:19]([OH:20])=[CH:18][CH:17]=[C:16]2[C:12]=1[CH:13]([CH2:21][CH2:22][NH:23][C:24](=[O:27])[CH2:25][CH3:26])[CH2:14][N:15]2[CH:1]=[O:3])[CH:9]=[CH2:10]. Procedure details: Formic acid (3.3 g, 71.7 mmol) and acetic anhydride (7.32 g, 71.7 mmol) was mixed under ice-cooling and the mixture was stirred for 10 minutes. To the mixture was added a solution of N-[2-(4-allyl-2,3-dihydro-5-hydroxyindol-3-yl)ethyl]propionamide in formic acid (10 mL). The mixture was stirred for 1 hour under ice-cooling and poured into water. The product was extracted with 10% methanol/ethyl acetate. The extract was washed with saturated aqueous sodium hydrogen carbonate solution, brine and w... Reaction conditions: time 10 minute. The product is C(C=C)C1=C2C(CN(C2=CC=C1O)C=O)CCNC(CC)=O (N-[2-(4-allyl-1-formyl-2,3-dihydro-5-hydroxyindol-3-yl)ethyl]propionamide). Yield: 46.0%. Reactants: [BH4-].[Na+] (NaBH4), CN (Methylamine), ClC1=C2C(=NC=C1CC=O)N(C=C2)S(=O)(=O)C2=CC=C(C)C=C2 (2-(4-chloro-1-tosyl-1H-pyrrolo[2,3-b]pyridin-5-yl)acetaldehyde), [BH-](OC(=O)C)(OC(=O)C)OC(=O)C.[Na+] (NaBH(OAc)3). Run in ClCCCl (DCE). Run at time 45 minute. Product: ClC1=C2C(=NC=C1CCNC)N(C=C2)S(=O)(=O)C2=CC=C(C)C=C2 (2-(4-chloro-1-tosyl-1H-pyrrolo[2,3-b]pyridin-5-yl)-N-methylethanamine). Yield: 44.0%. Reaction SMILES: [CH3:1][NH2:2].[Cl:3][C:4]1[C:9]([CH2:10][CH:11]=O)=[CH:8][N:7]=[C:6]2[N:13]([S:16]([C:19]3[CH:25]=[CH:24][C:22]([CH3:23])=[CH:21][CH:20]=3)(=[O:18])=[O:17])[CH:14]=[CH:15][C:5]=12.[BH-](OC(C)=O)(OC(C)=O)OC(C)=O.[Na+].[BH4-].[Na+]>ClCCCl>[Cl:3][C:4]1[C:9]([CH2:10][CH2:11][NH:2][CH3:1])=[CH:8][N:7]=[C:6]2[N:13]([S:16]([C:19]3[CH:25]=[CH:24][C:22]([CH3:23])=[CH:21][CH:20]=3)(=[O:18])=[O:17])[CH:14]=[CH:15][C:5]=12 |f:2.3,4.5|. Reported procedure: Methylamine gas was bubbled into a solution of 2-(4-chloro-1-tosyl-1H-pyrrolo[2,3-b]pyridin-5-yl)acetaldehyde (1.45 g, 4.16 mmol) in DCE (50 mL) for about 10 min. NaBH(OAc)3 (1.69 g, 7.97 mmol) was added and the mixture was stirred at rt. After about 45 min, the mixture was concentrated under reduced pressure then dissolved in MeOH (25 mL) and treated with NaBH4 (0.236 g, 6.24 mmol). After about 10 min, the mixture was concentrated under reduced pressure then partitioned between DCM (50 mL), sat... Reactants: CC(C)(C)OC(=O)NC(COC(N)=S)Cc1ccccc1, O=C([O-])[O-], C1CCOC1, CCOCC, Cl, [K+], [K+]. The product is NC(=S)OCC(N)Cc1ccccc1, Cl. RXN SMILES: [C:1]([NH2:2])(=[S:3])[O:4][CH2:5][CH:6]([NH:7][C:8]([O:9][C:10]([CH3:11])([CH3:12])[CH3:13])=[O:14])[CH2:15][c:16]1[cH:17][cH:18][cH:19][cH:20][cH:21]1.[C:23](=[O:24])([O-:25])[O-:26].[CH2:34]1[O:35][CH2:36][CH2:37][CH2:38]1.[CH3:29][CH2:30][O:31][CH2:32][CH3:33].[ClH:22].[K+:27].[K+:28]>>[C:1]([NH2:2])(=[S:3])[O:4][CH2:5][CH:6]([NH2:7])[CH2:15][c:16]1[cH:17][cH:18][cH:19][cH:20][cH:21]1.[ClH:22]. Starting materials: ClC1=C(C(=O)O)C=CC=C1Cl (2,3-dichlorobenzoic acid), C1(CC1)C1=CC=C(C=N1)C(CN)CC1(CC1)C(F)F (2-(6-cyclopropyl-pyridin-3-yl)-3-(1-difluoromethyl-cyclopropyl)-propylamine). Yields the product ClC1=C(C(=O)NCC(CC2(CC2)C(F)F)C=2C=NC(=CC2)C2CC2)C=CC=C1Cl (2,3-Dichloro-N-[2-(6-cyclopropyl-3-pyridyl)-3-[1-(difluoromethyl)cyclopropyl]propyl]benzamide). RXN SMILES: [Cl:1][C:2]1[C:10]([Cl:11])=[CH:9][CH:8]=[CH:7][C:3]=1[C:4]([OH:6])=O.[CH:12]1([C:15]2[N:20]=[CH:19][C:18]([CH:21]([CH2:24][C:25]3([CH:28]([F:30])[F:29])[CH2:27][CH2:26]3)[CH2:22][NH2:23])=[CH:17][CH:16]=2)[CH2:14][CH2:13]1>>[Cl:1][C:2]1[C:10]([Cl:11])=[CH:9][CH:8]=[CH:7][C:3]=1[C:4]([NH:23][CH2:22][CH:21]([C:18]1[CH:19]=[N:20][C:15]([CH:12]2[CH2:14][CH2:13]2)=[CH:16][CH:17]=1)[CH2:24][C:25]1([CH:28]([F:29])[F:30])[CH2:27][CH2:26]1)=[O:6]. Procedure: From 2,3-dichlorobenzoic acid and 2-(6-cyclopropyl-pyridin-3-yl)-3-(1-difluoromethyl-cyclopropyl)-propylamine. LCMS (MH+): m/z=439.1, tR (minutes, Method G)=2.09 Reactants: C1(=CC=CC=C1)SCC(=O)O ((phenylsulfanyl)acetic acid), Cl[Si](C)(C)C (chlorotrimethylsilane). Solvent: CO (methanol). Reaction conditions: time 16 hour. Product: C1(=CC=CC=C1)SCC(=O)OC (methyl (phenylsulfanyl)acetate). Reaction SMILES: [C:1]1([S:7][CH2:8][C:9]([OH:11])=[O:10])[CH:6]=[CH:5][CH:4]=[CH:3][CH:2]=1.Cl[Si](C)(C)[CH3:14]>CO>[C:1]1([S:7][CH2:8][C:9]([O:11][CH3:14])=[O:10])[CH:6]=[CH:5][CH:4]=[CH:3][CH:2]=1. Procedure: A room temperature solution of (phenylsulfanyl)acetic acid (8.4 g, 50.0 mmol) in methanol (100 mL) was treated with chlorotrimethylsilane (13 mL, 100.0 mmol), stirred for 16 hours, and concentrated. The concentrate was dissolved in 5:1/hexanes:diethyl ether, filtered through a pad of silica gel (80 g), rinsed with 5:1/hexanes:diethyl ether, and concentrated to provide the desired product. Starting materials: P(=O)(Cl)(Cl)Cl (Phosphoryl chloride), ClC=1N(C=CC1)C1=CC=C(C=C1)C (2-chloro-1-(4-methylphenyl)pyrrole), C([O-])(O)=O.[Na+] (sodium bicarbonate). The solvent is CN(C=O)C (N,N-dimethylformamide), CN(C=O)C (N,N-dimethylformamide). Reaction conditions: temperature 5 celsius, time 15 minute. Yields the product ClC1=CC=C(N1C1=CC=C(C=C1)C)C=O (5-chloro-1-(4-methylphenyl)pyrrole-2-carbaldehyde). RXN SMILES: P(Cl)(Cl)(Cl)=O.[Cl:6][C:7]1[N:8]([C:12]2[CH:17]=[CH:16][C:15]([CH3:18])=[CH:14][CH:13]=2)[CH:9]=[CH:10][CH:11]=1.[C:19](=O)(O)[O-:20].[Na+]>CN(C)C=O>[Cl:6][C:7]1[N:8]([C:12]2[CH:17]=[CH:16][C:15]([CH3:18])=[CH:14][CH:13]=2)[C:9]([CH:19]=[O:20])=[CH:10][CH:11]=1 |f:2.3|. Procedure details: Phosphoryl chloride (747 μl) was added dropwise to N,N-dimethylformamide (7 ml) at 5° C. The mixture was stirred at 5° C. for 15 minutes and at ambient temperature for 15 minutes. To the mixture was added a solution of 2-chloro-1-(4-methylphenyl)pyrrole (1.2 g) in N,N-dimethylformamide (7 ml) at ambient temperature. The mixture was stirred at the same temperature for one hour and at 50° C. for 2.5 hours. After cooled to ambient temperature, the mixture was treated with saturated aqueous sodium b...